This data is from the Open Reaction Database (ORD), a public repository of structured organic reaction records. The task is: describe an organic reaction: reactants, conditions, products, and yield Starting materials: ClC=1C=C(C=CC1Cl)[C@H](CC=O)[C@H]1N(C(C2=CC=CC=C12)=O)C ((3S)-3-(3,4-dichlorophenyl)-3-[(1R)-2-methyl-3-oxo-2,3-dihydro-1H-isoindol-1-yl]propionaldehyde), CS(=O)C1=C(C=CC=C1)C1CCNCC1 (4-(2-methylsulfinylphenyl)piperidine), Cl (hydrochloric acid), C(#N)[BH3-].[Na+] (sodium cyanoborohydride). Solvent: C(C)(=O)O (acetic acid), CO (methanol), C(C)N(CC)CC (triethylamine), C([O-])(O)=O.[Na+] (sodium bicarbonate). Reaction conditions: time 16 hour. The product is Cl.ClC=1C=C(C=CC1Cl)[C@H](CCN1CCC(CC1)C1=C(C=CC=C1)S(=O)C)[C@H]1N(C(C2=CC=CC=C12)=O)C ((3R)-3-[(1S)-1-(3,4-Dichlorophenyl)-3-(4-(2-methylsulfinylphenyl)-piperidino)propyl]-2-methyl-2,3-dihydroisoindol-1-one hydrochloride). The yield is 90.2%. As a reaction SMILES: [Cl:1][C:2]1[CH:3]=[C:4]([C@@H:9]([C@@H:13]2[C:21]3[C:16](=[CH:17][CH:18]=[CH:19][CH:20]=3)[C:15](=[O:22])[N:14]2[CH3:23])[CH2:10][CH:11]=O)[CH:5]=[CH:6][C:7]=1[Cl:8].[CH3:24][S:25]([C:27]1[CH:32]=[CH:31][CH:30]=[CH:29][C:28]=1[CH:33]1[CH2:38][CH2:37][NH:36][CH2:35][CH2:34]1)=[O:26].C([BH3-])#N.[Na+].Cl>CO.C(=O)(O)[O-].[Na+].C(N(CC)CC)C.C(O)(=O)C>[ClH:1].[Cl:1][C:2]1[CH:3]=[C:4]([C@@H:9]([C@@H:13]2[C:21]3[C:16](=[CH:17][CH:18]=[CH:19][CH:20]=3)[C:15](=[O:22])[N:14]2[CH3:23])[CH2:10][CH2:11][N:36]2[CH2:37][CH2:38][CH:33]([C:28]3[CH:29]=[CH:30][CH:31]=[CH:32][C:27]=3[S:25]([CH3:24])=[O:26])[CH2:34][CH2:35]2)[CH:5]=[CH:6][C:7]=1[Cl:8] |f:2.3,6.7,10.11|. Procedure: A solution of (3S)-3-(3,4-dichlorophenyl)-3-[(1R)-2-methyl-3-oxo-2,3-dihydro-1H-isoindol-1-yl]propionaldehyde (0.54 g) in methanol (10 mL) was treated with 4-(2-methylsulfinylphenyl)piperidine (0.61 g) and the pH was adjusted to 3 with acetic acid and triethylamine. After treating with sodium cyanoborohydride (189 g) the reaction mixture was stirred at ambient temperature for 16 hours, acidified with 10% hydrochloric acid, stirred for 15 minutes and then diluted with a saturated solution of sodi... The reactants are C1(CC1)C(CC(=O)OC)=O (methyl 3-cyclopropyl-3-oxopropanoate), C1(CCCCC1)C=O (cyclohexanecarboxaldehyde), N1CCCCC1 (piperidine). The solvent is CO (MeOH). Run at time 48 hour. Product: C1(CCCCC1)C=C(C(=O)OC)C(=O)C1CC1 (methyl 3-cyclohexyl-2-(cyclopropylcarbonyl)acrylate). The yield is 74.6%. As a reaction SMILES: [CH:1]1([C:4](=[O:10])[CH2:5][C:6]([O:8][CH3:9])=[O:7])[CH2:3][CH2:2]1.[CH:11]1([CH:17]=O)[CH2:16][CH2:15][CH2:14][CH2:13][CH2:12]1.N1CCCCC1>CO>[CH:11]1([CH:17]=[C:5]([C:4]([CH:1]2[CH2:3][CH2:2]2)=[O:10])[C:6]([O:8][CH3:9])=[O:7])[CH2:16][CH2:15][CH2:14][CH2:13][CH2:12]1. Procedure: To a solution of methyl 3-cyclopropyl-3-oxopropanoate (3.00 g) and cyclohexanecarboxaldehyde (2.84 g) in MeOH (30 ml) was added piperidine (0.209 ml) at room temperature. The mixture was stirred for 48 h. The solvent was evaporated off, and the residue was chromatographed on a silicagel column chromatography (EtOAc-hexaens, a linear gradient of EtOAc from 0 to 15% over 60 min) afforded methyl 3-cyclohexyl-2-(cyclopropylcarbonyl)acrylate as a colorless oil (3.72 g). Reactants: C1COCCO1, CO, O=C(Cl)c1c(F)cc(F)cc1F, CN1CCC(N(C)c2cccc(N)c2F)CC1. The product is CN1CCC(N(C)c2cccc(NC(=O)c3c(F)cc(F)cc3F)c2F)CC1. RXN SMILES: [CH2:30]1[O:31][CH2:32][CH2:33][O:34][CH2:35]1.[CH3:36][OH:37].[F:18][c:19]1[c:20]([C:21](=[O:22])[Cl:23])[c:24]([F:29])[cH:25][c:26]([F:28])[cH:27]1.[F:1][c:2]1[c:3]([N:9]([CH:10]2[CH2:11][CH2:12][N:13]([CH3:16])[CH2:14][CH2:15]2)[CH3:17])[cH:4][cH:5][cH:6][c:7]1[NH2:8]>>[F:1][c:2]1[c:3]([N:9]([CH:10]2[CH2:11][CH2:12][N:13]([CH3:16])[CH2:14][CH2:15]2)[CH3:17])[cH:4][cH:5][cH:6][c:7]1[NH:8][C:21]([c:20]1[c:19]([F:18])[cH:27][c:26]([F:28])[cH:25][c:24]1[F:29])=[O:22]. As a reaction SMILES: C(Cl)(=O)C(Cl)=O.CS(C)=O.[O:11]1[CH2:16][CH2:15][CH2:14][CH2:13][CH:12]1[N:17]1[C:21]2[CH:22]=[CH:23][C:24]([CH2:26][OH:27])=[CH:25][C:20]=2[N:19]=[CH:18]1.CCN(C(C)C)C(C)C>C(Cl)Cl>[O:11]1[CH2:16][CH2:15][CH2:14][CH2:13][CH:12]1[N:17]1[C:21]2[CH:22]=[CH:23][C:24]([CH:26]=[O:27])=[CH:25][C:20]=2[N:19]=[CH:18]1. Procedure details: To a solution of oxalyl chloride (1.17 g, 9.23 mol) in DCM (10 mL) at −70° C. was added dropwise DMSO (1.41 g, 18.09 mmol). The reaction mixture was stirred at −70° C. for 30 min. To the resulting solution was added dropwise over 30 min a solution of 24 (1.4 g, 6.03 mmol) in DCM (20 mL). After the addition the reaction temperature was raised to −55° C. The reaction was stirred for 1 h while the temperature was maintained between −55° C. and −45° C., then DIPEA (6.0 mL) was added dropwise over 5 ... Isolated yield 72.0%. Conditions: temperature -70 celsius, time 30 minute. The product is O1C(CCCC1)N1C=NC2=C1C=CC(=C2)C=O (1-(tetrahydro-2H-pyran-2-yl)-1H-benzo[d]imidazole-5-carbaldehyde). The reactants are C(C(=O)Cl)(=O)Cl (oxalyl chloride), CS(=O)C (DMSO), O1C(CCCC1)N1C=NC2=C1C=CC(=C2)CO ((1-(tetrahydro-2H-pyran-2-yl)-1H-benzo[d]imidazol-5-yl)methanol), CCN(C(C)C)C(C)C (DIPEA). The solvent is C(Cl)Cl (DCM), C(Cl)Cl (DCM). Starting materials: C[Si](C)(C)C=[N+]=[N-], CO, CC#N, CON(C(=O)Cc1ccc(Cl)c(Cl)c1)C1CCC2(O)C3Cc4ccc(O)c5c4C2(CCN3CC2CC2)C1O5, CCN(C(C)C)C(C)C. Yields the product COc1ccc2c3c1OC1C(N(OC)C(=O)Cc4ccc(Cl)c(Cl)c4)CCC4(O)C(C2)N(CC2CC2)CCC314. As a reaction SMILES: [CH3:39][Si:40]([CH:41]=[N+:42]=[N-:43])([CH3:44])[CH3:45].[CH3:55][OH:56].[CH3:57][C:58]#[N:59].[CH:1]1([CH2:4][N:5]2[CH:6]3[C:7]4([OH:38])[CH2:8][CH2:9][CH:10]([N:24]([C:25]([CH2:26][c:27]5[cH:28][c:29]([Cl:34])[c:30]([Cl:33])[cH:31][cH:32]5)=[O:35])[O:36][CH3:37])[CH:11]5[C:12]4([c:13]4[c:14]([c:15]([OH:20])[cH:16][cH:17][c:18]4[CH2:19]3)[O:21]5)[CH2:22][CH2:23]2)[CH2:2][CH2:3]1.[CH:46]([N:47]([CH:48]([CH3:49])[CH3:50])[CH2:51][CH3:52])([CH3:53])[CH3:54]>>[CH:1]1([CH2:4][N:5]2[CH:6]3[C:7]4([OH:38])[CH2:8][CH2:9][CH:10]([N:24]([C:25]([CH2:26][c:27]5[cH:28][c:29]([Cl:34])[c:30]([Cl:33])[cH:31][cH:32]5)=[O:35])[O:36][CH3:37])[CH:11]5[C:12]4([c:13]4[c:14]([c:15]([O:20][CH3:39])[cH:16][cH:17][c:18]4[CH2:19]3)[O:21]5)[CH2:22][CH2:23]2)[CH2:2][CH2:3]1. Starting materials: Cl.CC(C(=O)OC1=CC=CC=C1)CC1=CC(=CC=C1)N (phenyl α-methyl-β-(m-aminophenyl)-propionate hydrochloride), N#CN (cyanamide). Solvent: C(C)O (ethanol). Product: Cl.CC(C(=O)OC1=CC=CC=C1)CC1=CC(=CC=C1)NC(=N)N (phenyl α-methyl-β-(m-guanidinophenyl)-propionate hydrochloride). Reaction SMILES: [ClH:1].[CH3:2][CH:3]([CH2:13][C:14]1[CH:19]=[CH:18][CH:17]=[C:16]([NH2:20])[CH:15]=1)[C:4]([O:6][C:7]1[CH:12]=[CH:11][CH:10]=[CH:9][CH:8]=1)=[O:5].[N:21]#[C:22][NH2:23]>C(O)C>[ClH:1].[CH3:2][CH:3]([CH2:13][C:14]1[CH:19]=[CH:18][CH:17]=[C:16]([NH:20][C:22]([NH2:23])=[NH:21])[CH:15]=1)[C:4]([O:6][C:7]1[CH:12]=[CH:11][CH:10]=[CH:9][CH:8]=1)=[O:5] |f:0.1,4.5|. Procedure: In 200 ml of ethanol were dissolved 24.3 g of the phenyl α-methyl-β-(m-aminophenyl)-propionate hydrochloride obtained and 4.2 g of cyanamide, and the solution was subjected to reaction at 70° C. for 5 hours. After the reaction, the solvent was removed by distillation under reduced pressure to obtain phenyl α-methyl-β-(m-guanidinophenyl)-propionate hydrochloride in the form of an oily matter. This was dissolved in 50 ml of ethanol and then added to saturated aqueous NaHCO3 solution, upon which co... The reactants are ClC=1C(=C(C(=O)O)C=C(C1)C=1C=C2C(=NC1)NN=C2C2=C(C=CC=C2)OC)O (3-chloro-2-hydroxy-5-[3-(2-methoxy-phenyl)-1H-pyrazolo[3,4-b]pyridin-5-yl]-benzoic acid), C(C)N(CCN1CCNCC1)CC (1-(2-diethylaminoethyl)-piperazine), O=C1OCCN1P(=O)(N1C(OCC1)=O)Cl (bis(2-oxo-3-oxazolidinyl)phosphinic chloride), saturated aqueous solution, O=C1OCCN1P(=O)(N1C(OCC1)=O)Cl (bis(2-oxo-3-oxazolidinyl)phosphinic chloride), C([O-])(O)=O.[Na+] (sodium bicarbonate). The solvent is O (water), C(C)#N (acetonitrile), CN(C)C=O (DMF), C(C)(=O)OCC (ethyl acetate). Run at temperature 75 celsius, time 4.5 hour. Yields the product ClC=1C(=C(C=C(C1)C=1C=C2C(=NC1)NN=C2C2=C(C=CC=C2)OC)C(=O)N2CCN(CC2)CCN(CC)CC)O ({3-chloro-2-hydroxy-5-[3-(2-methoxy-phenyl)-1H-pyrazolo[3,4-b]pyridin-5-yl]-phenyl}-[4-(2-diethylamino-ethyl)-piperazin-1-yl]-methanone). Yield: 4.7%. Reaction SMILES: [Cl:1][C:2]1[C:3]([OH:28])=[C:4]([CH:8]=[C:9]([C:11]2[CH:12]=[C:13]3[C:19]([C:20]4[CH:25]=[CH:24][CH:23]=[CH:22][C:21]=4[O:26][CH3:27])=[N:18][NH:17][C:14]3=[N:15][CH:16]=2)[CH:10]=1)[C:5]([OH:7])=O.[CH2:29]([N:31]([CH2:40][CH3:41])[CH2:32][CH2:33][N:34]1[CH2:39][CH2:38][NH:37][CH2:36][CH2:35]1)[CH3:30].O=C1N(P(Cl)(N2CCOC2=O)=O)CCO1.C(=O)(O)[O-].[Na+]>C(#N)C.CN(C=O)C.O.C(OCC)(=O)C>[Cl:1][C:2]1[C:3]([OH:28])=[C:4]([C:5]([N:37]2[CH2:38][CH2:39][N:34]([CH2:33][CH2:32][N:31]([CH2:40][CH3:41])[CH2:29][CH3:30])[CH2:35][CH2:36]2)=[O:7])[CH:8]=[C:9]([C:11]2[CH:12]=[C:13]3[C:19]([C:20]4[CH:25]=[CH:24][CH:23]=[CH:22][C:21]=4[O:26][CH3:27])=[N:18][NH:17][C:14]3=[N:15][CH:16]=2)[CH:10]=1 |f:3.4|. Procedure details: 14 mg (35 mol) of 3-chloro-2-hydroxy-5-[3-(2-methoxy-phenyl)-1H-pyrazolo[3,4-b]pyridin-5-yl]-benzoic acid and 22 μL (approx. 120 μmol; density unknown) of 1-(2-diethylaminoethyl)-piperazine were dissolved in a mixture of 1 mL of acetonitrile and 100 μL of DMF. 14 mg (55 μmol) of bis(2-oxo-3-oxazolidinyl)phosphinic chloride was added and the mixture heated gently until all materials were dissolved. The resulting solution was left at ambient temperature for 4.5 h. 28 mg (110 μmol) of bis(2-oxo-3-o... The reactants are C(C)OC(CN1C(C(C2=CC=CC=C12)(CC(=O)NC1=CC=C(C=C1)C)NC(=O)NC1=CC(=CC=C1)OC)=O)OCC ((RS)-1-(2,2-diethoxyethyl)-3-(N'-(3-methoxyphenyl)ureido)-3-((4-methylphenyl)aminocarbonylmethyl)indolin-2-one), O (water), Cl (hydrochloric acid), O (water). The solvent is CC(=O)C (acetone). Yields the product C(=O)CN1C(C(C2=CC=CC=C12)(CC(=O)NC1=CC=C(C=C1)C)NC(=O)NC1=CC(=CC=C1)OC)=O ((RS)-1-(Formylmethyl)-3-(N'-(3-methoxyphenyl)ureido)-3-((4-methylphenyl)aminocarbonylmethyl)indolin-2-one). Isolated yield 79.4%. RXN SMILES: C([O:3][CH:4](OCC)[CH2:5][N:6]1[C:14]2[C:9](=[CH:10][CH:11]=[CH:12][CH:13]=2)[C:8]([NH:26][C:27]([NH:29][C:30]2[CH:35]=[CH:34][CH:33]=[C:32]([O:36][CH3:37])[CH:31]=2)=[O:28])([CH2:15][C:16]([NH:18][C:19]2[CH:24]=[CH:23][C:22]([CH3:25])=[CH:21][CH:20]=2)=[O:17])[C:7]1=[O:38])C.O.Cl>CC(C)=O>[CH:4]([CH2:5][N:6]1[C:14]2[C:9](=[CH:10][CH:11]=[CH:12][CH:13]=2)[C:8]([NH:26][C:27]([NH:29][C:30]2[CH:35]=[CH:34][CH:33]=[C:32]([O:36][CH3:37])[CH:31]=2)=[O:28])([CH2:15][C:16]([NH:18][C:19]2[CH:24]=[CH:23][C:22]([CH3:25])=[CH:21][CH:20]=2)=[O:17])[C:7]1=[O:38])=[O:3]. Procedure details: To a solution of 1.61 g of (RS)-1-(2,2-diethoxyethyl)-3-(N'-(3-methoxyphenyl)ureido)-3-((4-methylphenyl)aminocarbonylmethyl)indolin-2-one in 40 ml of acetone were added 10 ml of water and 1 ml of concentrated hydrochloric acid, and the mixture was heated under reflux for 2 hours. The reaction mixture was poured into water, and the thus formed precipitate was collected by filtration and washed with ethyl ether to obtain 1.11 g (79%) of the title compound.